Dataset: the Open Reaction Database (ORD), a public repository of structured organic reaction records. Task: describe an organic reaction: reactants, conditions, products, and yield As a reaction SMILES: [C:1](=[O:16])([S:14][CH3:15])[O:2][O:3][CH:4]([O:8][C:9](=[O:13])[CH:10]([CH3:12])[CH3:11])[CH:5]([CH3:7])[CH3:6].[C:17](O)(=O)C(C)(C)C>>[C:1](=[O:16])([S:14][CH3:15])[O:2][O:3][CH:4]([O:8][C:9](=[O:13])[C:10]([CH3:17])([CH3:11])[CH3:12])[CH:5]([CH3:7])[CH3:6]. Yields the product C(OOC(C(C)C)OC(C(C)(C)C)=O)(SC)=O (O-(1-pivaloyloxyisobutoxy) S-methyl thiocarbonate). Procedure details: Following the procedures for synthesizing O-(1-isobutanoyloxyisobutoxy) S-methyl thiocarbonate (11) and replacing isobutyric acid with pivalic acid affords O-(1-pivaloyloxyisobutoxy) S-methyl thiocarbonate (15) as an oil. Reactants: C(OOC(C(C)C)OC(C(C)C)=O)(SC)=O (O-(1-Isobutanoyloxyisobutoxy) S-methyl thiocarbonate), C(C(C)(C)C)(=O)O (pivalic acid). The reactants are [Cl-].[Mg+2].[Cl-] (Magnesium chloride), N1(C=NC=C1)C(=O)N1C=NC=C1 (di(1H-imidazol-1-yl)methanone), C(C)(C)(C)C1=CC=C(C=C1)C1N(CCC(C1)C(=O)O)C(=O)OC (2-(4-tert-butylphenyl)-1-(methoxycarbonyl)piperidine-4-carboxylic acid), C(C)(C)(C)C1=CC=C(C=C1)C1N(CCC(C1)C(=O)O)C(=O)OC (2-(4-tert-butylphenyl)-1-(methoxycarbonyl)piperidine-4-carboxylic acid), C(C)OC(CC(=O)[O-])=O.[K+] (potassium 3-ethoxy-3-oxopropanoate), Cl (HCl). Run in CN1C(CNC2=C1C(=O)N=C(N2)N)CNC3=CC=C(C=C3)C(=O)NC(CCC(=O)O)C(=O)O (methyl THF), CN1C(CNC2=C1C(=O)N=C(N2)N)CNC3=CC=C(C=C3)C(=O)NC(CCC(=O)O)C(=O)O (methyl THF). Conditions: temperature 50 celsius, time 4 hour. Yields the product C(C)(C)(C)C1=CC=C(C=C1)[C@@H]1N(CC[C@H](C1)C(CC(=O)OCC)=O)C(=O)OC (Trans-methyl 2-(4-tert-butylphenyl)-4-(3-ethoxy-3-oxopropanoyl)piperidine-1-carboxylate). Isolated yield 9.4%. RXN SMILES: [Cl-].[Mg+2].[Cl-].[CH2:4]([O:6][C:7](=[O:12])[CH2:8][C:9]([O-:11])=O)[CH3:5].[K+].[C:14]([C:18]1[CH:23]=[CH:22][C:21]([CH:24]2[CH2:29][CH:28](C(O)=O)[CH2:27][CH2:26][N:25]2[C:33]([O:35][CH3:36])=[O:34])=[CH:20][CH:19]=1)([CH3:17])([CH3:16])[CH3:15].N1(C(N2C=CN=C2)=O)C=CN=C1.Cl>CN1C2C(N=C(N)NC=2NCC1CNC1C=CC(C(NC(C(O)=O)CCC(O)=O)=O)=CC=1)=O>[C:14]([C:18]1[CH:23]=[CH:22][C:21]([C@H:24]2[CH2:29][C@H:28]([C:9](=[O:11])[CH2:8][C:7]([O:6][CH2:4][CH3:5])=[O:12])[CH2:27][CH2:26][N:25]2[C:33]([O:35][CH3:36])=[O:34])=[CH:20][CH:19]=1)([CH3:17])([CH3:15])[CH3:16] |f:0.1.2,3.4|. Procedure: Magnesium chloride (5.38 g, 56.51 mmol) and potassium 3-ethoxy-3-oxopropanoate (9.62 g, 56.51 mmol) were suspended in methyl THF (100 mL) and heated to 50° C. under nitrogen for 18 h using an oversized stirring bar, then cooled to room temperature (flask 1). In a separate flask was to a suspension of 2-(4-tert-butylphenyl)-1-(methoxycarbonyl)piperidine-4-carboxylic acid (9.5 g, 29.74 mmol) (reference compound 15) in methyl THF (100 mL) added di(1H-imidazol-1-yl)methanone (7.23 g, 44.62 mmol) und...